describe an organic reaction: reactants, conditions, products, and yield From a dataset of the Open Reaction Database (ORD), a public repository of structured organic reaction records. Reactants: [Cr](=O)(=O)([O-])O[Cr](=O)(=O)[O-].[NH+]1=CC=CC=C1.[NH+]1=CC=CC=C1 (PDC), CC1C(CC(C1)(C)C)=CCCCCO (5-(2,4,4-trimethylcyclopentylidene)-pentan-1-ol). Solvent: ClCCl (dichloromethane). Reaction conditions: time 8 hour. The product is CC1C(CC(C1)(C)C)=CCCCC=O (5-(2,4,4-trimethylcyclopentylidene)-pentanal). As a reaction SMILES: [Cr](O[Cr]([O-])(=O)=O)([O-])(=O)=O.[NH+]1C=CC=CC=1.[NH+]1C=CC=CC=1.[CH3:22][CH:23]1[CH2:27][C:26]([CH3:29])([CH3:28])[CH2:25][C:24]1=[CH:30][CH2:31][CH2:32][CH2:33][CH2:34][OH:35]>ClCCl>[CH3:22][CH:23]1[CH2:27][C:26]([CH3:28])([CH3:29])[CH2:25][C:24]1=[CH:30][CH2:31][CH2:32][CH2:33][CH:34]=[O:35] |f:0.1.2|. Procedure: Thereafter 2.5 equivalents of PDC (pyridinium dichromate) and 1 equivalent of 5-(2,4,4-trimethylcyclopentylidene)-pentan-1-ol in proportion 68:32 in dichloromethane are placed in the flask. The suspension is agitated vigorously at ambient temperature overnight. When the conversion is satisfactory (>95%), the reaction medium is filtered on Celite® and then on silica. The filtrate thus obtained is washed with an aqueous 1% HCl solution and then with a saturated aqueous sodium bicarbonate solution,... Reaction SMILES: Br[CH2:2][CH2:3][CH2:4][C:5]([O:7]CC)=O.[S:10]1[CH:14]=[CH:13][CH:12]=[C:11]1[CH2:15][NH2:16].C(N(CC)C(C)C)(C)C>C1C=CC=CC=1>[N:16]1([CH2:15][C:11]2[S:10][CH:14]=[CH:13][CH:12]=2)[CH2:2][CH2:3][CH2:4][C:5]1=[O:7]. Run in C1=CC=CC=C1 (benzene). Yields the product N1(C(CCC1)=O)CC=1SC=CC1 (2-(pyrrolodin-2-one-1-ylmethyl)thiophene). Procedure: A mixture of ethyl 4-bromobutyrate (5.85 g, 30.0 mmol), 2-thiophenemethylamine (13.6 g, 120 mmol), and N,N-diisopropylethylamine (3.88 g, 30.0 mmol) in benzene (100 mL) was stirred under N2 at reflux for 2 hours. The reaction mixture was cooled to ambient temperature and filtered. The residue was concentrated in vacuo, dissolved in ether, and washed twice with 2N aqueous HCl, and once with brine, then dried over MgSO4, filtered, and concentrated in vacuo to give 2-(pyrrolodin-2-one-1-ylmethyl)th... Starting materials: BrCCCC(=O)OCC (ethyl 4-bromobutyrate), S1C(=CC=C1)CN (2-thiophenemethylamine), C(C)(C)N(C(C)C)CC (N,N-diisopropylethylamine). Yield: 47.6%.